Dataset: the Open Reaction Database (ORD), a public repository of structured organic reaction records. Task: describe an organic reaction: reactants, conditions, products, and yield The reactants are [Mg] (magnesium), resultant mixture, C1OC2=C(C=CC=C2O1)Br (methylene dioxy bromo-benzene), C1OC=2C=C(C=CC2O1)Br (3.4-methylene dioxybromo-benzene). Reagents/catalysts: BrBr (bromine), solution. Solvent: O1CCCC1 (tetrahydrofuran), O1CCCC1 (tetrahydrofuran), O1CCCC1 (tetrahydrofuran). The product is C1OC=2C=C(C=CC2O1)[Mg]Br (3.4-methylene dioxy-phenyl-magnesium bromide). Reaction SMILES: [Mg:1].[CH2:2]1[O:10][C:9]2[CH:8]=[CH:7][C:6](Br)=[CH:5][C:4]=2[O:3]1.C1OC2C(=C([Br:21])C=CC=2)O1>BrBr.O1CCCC1>[CH2:2]1[O:10][C:9]2[CH:8]=[CH:7][C:6]([Mg:1][Br:21])=[CH:5][C:4]=2[O:3]1. Procedure details: 1.35 g. magnesium chips and 20 ml. tetrahydrofuran are added in a nitrogen atmosphere to a flask provided with a stirrer, a drip funnel, a thermometer and a reflux condenser and a potassium hydroxide drying tube. The whole is then heated to 50° - 60°C and a few drops of bromine and a few drops of a solution of 11 g. 3.4-methylene dioxybromo-benzene in 50 ml. tetrahydrofuran are added. When the reaction has started, the remainder of the methylene dioxy bromo-benzene solution in tetrahydrofuran is... Reactants: COC(C1=CC=C(C=C1)C(=O)C=1C2=C(SC1N)CCCCC2)=O (4-(2-Amino-5,6,7,8-tetrahydro-4H-cyclohepta[b]thiophene-3-carbonyl)-benzoic acid methyl ester), C1(CC1)C(CC(C)=O)=O (1-cyclopropyl-butane-1,3-dione). The reagents and catalysts are S(O)(O)(=O)=O (sulfuric acid). The solvent is C(C)(=O)O (acetic acid). Conditions: temperature 100 celsius, time 10 minute. Yields the product COC(C1=CC=C(C=C1)C1=C(C(=NC2=C1C=1CCCCCC1S2)C)C(=O)C2CC2)=O (4-(3-cyclopropanecarbonyl-2-methyl-6,7,8,9-tetrahydro-5H-10-thia-1-aza-benzo[a]azulen-4-yl)-benzoic acid methyl ester). Yield: 43.7%. As a reaction SMILES: [CH3:1][O:2][C:3](=[O:23])[C:4]1[CH:9]=[CH:8][C:7]([C:10]([C:12]2[C:13]3[CH2:22][CH2:21][CH2:20][CH2:19][CH2:18][C:14]=3[S:15][C:16]=2[NH2:17])=O)=[CH:6][CH:5]=1.[CH:24]1([C:27](=[O:32])[CH2:28][C:29](=O)[CH3:30])[CH2:26][CH2:25]1>C(O)(=O)C.S(=O)(=O)(O)O>[CH3:1][O:2][C:3](=[O:23])[C:4]1[CH:9]=[CH:8][C:7]([C:10]2[C:12]3[C:13]4[CH2:22][CH2:21][CH2:20][CH2:19][CH2:18][C:14]=4[S:15][C:16]=3[N:17]=[C:29]([CH3:30])[C:28]=2[C:27]([CH:24]2[CH2:26][CH2:25]2)=[O:32])=[CH:6][CH:5]=1. Reported procedure: To a stirred solution of 20 mg (0.06 mmol) 4-(2-Amino-5,6,7,8-tetrahydro-4H-cyclohepta[b]thiophene-3-carbonyl)-benzoic acid methyl ester in 1 ml acetic acid was added 10 mg (0.06 mmol) of 1-cyclopropyl-butane-1,3-dione and one drop of sulfuric acid. The mixture was then stirred at 100° C. for 10 minutes in a microwave and then concentrated in vacuo. Preparative HPLC (30% CH3CN/H20) afforded 11 mg (44%) 4-(3-cyclopropanecarbonyl-2-methyl-6,7,8,9-tetrahydro-5H-10-thia-1-aza-benzo[a]azulen-4-yl)-be... Starting materials: ice, [N+](=O)(O)[O-] (nitric acid), BrC=1C=C2C=CC(=CC2=CC1)OC (6-bromo-2-methoxynaphthalene), S(O)(O)(=O)=O (sulfuric acid). Run in C(C)(=O)OC(C)=O (acetic anhydride), C(C)(=O)OC(C)=O (acetic anhydride). Conditions: time 10 minute. Yields the product BrC=1C=C2C=CC(=C(C2=CC1)[N+](=O)[O-])OC (6-Bromo-2-methoxy-1-nitronaphthalene). The yield is 81.8%. RXN SMILES: [N+:1]([O-:4])(O)=[O:2].[Br:5][C:6]1[CH:7]=[C:8]2[C:13](=[CH:14][CH:15]=1)[CH:12]=[C:11]([O:16][CH3:17])[CH:10]=[CH:9]2.S(=O)(=O)(O)O>C(OC(=O)C)(=O)C>[Br:5][C:6]1[CH:7]=[C:8]2[C:13](=[CH:14][CH:15]=1)[C:12]([N+:1]([O-:4])=[O:2])=[C:11]([O:16][CH3:17])[CH:10]=[CH:9]2. Reported procedure: An ice-cooled solution of 100% nitric acid (12.0 ml, 0.27 mol) in 95 ml of acetic anhydride was added dropwise to a solution of 6-bromo-2-methoxynaphthalene (61.7 g, 0.26 mol) and 0.25 ml of conc. sulfuric acid in 570 ml of acetic anhydride while maintaining the temperature at +30° to +40° C. The mixture was stirred for an additional 10 min. and filtered. The solid was washed with water and dried to give 60.0 g (73%) of the nitro compound. M.p. 151-152° C., 1H-NMR (CDCl3): 3.98 (s, 3H, CH3), 7.1... Reactants: ClCCS(=O)(=O)Cl (2-chloroethanesulfonyl chloride), [H-].[Na+] (NaH), CC1=C(C=CC(=C1)C=1C(=NC=CC1)N)C1=CC=CC=C1 (3-(2-methylbiphenyl-4-yl)pyridin-2-amine). The solvent is C1CCOC1 (THF), C1CCOC1 (THF). Run at time 5 minute. Yields the product CC1=C(C=CC(=C1)C1=CC=CN2C1=NS(CC2)(=O)=O)C2=CC=CC=C2 (9-(2-methylbiphenyl-4-yl)-3,4-dihydropyrido[2,1-c][1,2,4]thiadiazine 2,2-dioxide). As a reaction SMILES: [H-].[Na+].Cl[CH2:4][CH2:5][S:6](Cl)(=[O:8])=[O:7].[CH3:10][C:11]1[CH:16]=[C:15]([C:17]2[C:18]([NH2:23])=[N:19][CH:20]=[CH:21][CH:22]=2)[CH:14]=[CH:13][C:12]=1[C:24]1[CH:29]=[CH:28][CH:27]=[CH:26][CH:25]=1>C1COCC1>[CH3:10][C:11]1[CH:16]=[C:15]([C:17]2[C:18]3=[N:23][S:6](=[O:8])(=[O:7])[CH2:5][CH2:4][N:19]3[CH:20]=[CH:21][CH:22]=2)[CH:14]=[CH:13][C:12]=1[C:24]1[CH:29]=[CH:28][CH:27]=[CH:26][CH:25]=1 |f:0.1|. Procedure: To a suspension of NaH (60%, 1.163 g) in THF (dry) (30 mL) was added 2-chloroethanesulfonyl chloride (1.22 mL) at 0° C. and the mixture was stirred for 5 min at the same temperature. A solution of 3-(2-methylbiphenyl-4-yl)pyridin-2-amine (1.51 g) in THF (dry) (50 mL) was added at 0° C. and the mixture was stirred at room temperature overnight. The mixture was quenched with water at 0° C. carefully. Water and EtOAc were added and the precipitates were collected and washed with water and EtOAc, dr... Starting materials: FC1=CC(=C(C=2NC(=NC21)C(C)C=2N(C1=C(N2)C=CC(=C1)C(=O)NCCOC1=C(C(=O)OCC)C=CC=C1)C)F)F (ethyl 2-(2-{2-[I-(4,6,7-trifluoro-1H-benzoimidazol-2-yl)ethyl]-3-methyl-3H-benzoimidazol-5-carbonylamino}ethoxy}benzoate), [OH-].[Na+] (sodium hydroxide), Cl (hydrochloric acid). Solvent: CO (methanol). Yields the product FC1=CC(=C(C=2NC(=NC21)C(C)C=2N(C1=C(N2)C=CC(=C1)C(=O)NCCOC1=C(C(=O)O)C=CC=C1)C)F)F (2-(2-{2-[1-(4,6,7-trifluoro-1H-benzoimidazol-2-yl)ethyl]-3-methyl-3H-benzoimidazol-5-ylcarbonylamino}ethoxy)benzoic acid). As a reaction SMILES: [F:1][C:2]1[C:10]2[N:9]=[C:8]([CH:11]([C:13]3[N:14]([CH3:39])[C:15]4[CH:21]=[C:20]([C:22]([NH:24][CH2:25][CH2:26][O:27][C:28]5[CH:38]=[CH:37][CH:36]=[CH:35][C:29]=5[C:30]([O:32]CC)=[O:31])=[O:23])[CH:19]=[CH:18][C:16]=4[N:17]=3)[CH3:12])[NH:7][C:6]=2[C:5]([F:40])=[C:4]([F:41])[CH:3]=1.[OH-].[Na+].Cl>CO>[F:1][C:2]1[C:10]2[N:9]=[C:8]([CH:11]([C:13]3[N:14]([CH3:39])[C:15]4[CH:21]=[C:20]([C:22]([NH:24][CH2:25][CH2:26][O:27][C:28]5[CH:38]=[CH:37][CH:36]=[CH:35][C:29]=5[C:30]([OH:32])=[O:31])=[O:23])[CH:19]=[CH:18][C:16]=4[N:17]=3)[CH3:12])[NH:7][C:6]=2[C:5]([F:40])=[C:4]([F:41])[CH:3]=1 |f:1.2|. Procedure: A mixture comprising ethyl 2-(2-{2-[I-(4,6,7-trifluoro-1H-benzoimidazol-2-yl)ethyl]-3-methyl-3H-benzoimidazol-5-carbonylamino}ethoxy}benzoate (118 mg, 0.21 mmol), methanol (4 ml) and 2N sodium hydroxide (2.1 ml) was stirred at room temperature for 4 hours, neutralized with 2N hydrochloric acid (2.1 ml) and partitioned between ethyl acetate and saturated ammonium chloride. The aqueous layer was separated and extracted with ethyl acetate (X3). The combined organic layers were washed with brine, dr... Starting materials: C1=CC=CC=2C3=CC=CC=C3C(C12)COC(N[C@@H](CC(C)C)C(=O)N1C=C(C=2C1=NC=C(C2)Br)[C@H](C)C2=C(C(=CC=C2Cl)F)Cl)=O (((S)-1-{5-Bromo-3[(S)-1-(2,6-dichloro-3-fluorophenyl)ethyl]-pyrrolo[2,3-b]pyridine-1-carbonyl}-3-methylbutyl)carbamic acid 9H-fluoren-9-ylmethyl ester), Cl.CC1(OB(OC1(C)C)C=1C=NN(C1)C1CCNCC1)C (4-[4-(4,4,5,5-tetramethyl-[1,3,2]dioxaborolan-2-yl)pyrazol-1-yl]piperidine hydrochloride), ClC1=C(C(=CC=C1)Cl)C(C)C1=CNC2=NC=C(C=C21)C=2C=NN(C2)C2CCNCC2 (3-[1-(2,6-Dichlorophenyl)ethyl]-5-(1-piperidin-4-yl-1H-pyrazol-4-yl)-1H-pyrrolo[2,3-b]pyridine). Product: ClC1=C(C(=CC=C1F)Cl)[C@@H](C)C1=CNC2=NC=C(C=C21)C=2C=NN(C2)C2CCNCC2 (3-[(S)-1-(2,6-Dichloro-3-fluorophenyl)ethyl]-5-(1-piperidin-4-yl-1H-pyrazol-4-yl)-1H-pyrrolo[2,3-b]pyridine). As a reaction SMILES: C1C2C(COC(=O)N[C@H](C([N:25]3[C:29]4=[N:30][CH:31]=[C:32](Br)[CH:33]=[C:28]4[C:27]([C@@H:35]([C:37]4[C:42]([Cl:43])=[CH:41][CH:40]=[C:39]([F:44])[C:38]=4[Cl:45])[CH3:36])=[CH:26]3)=O)CC(C)C)C3C(=CC=CC=3)C=2C=CC=1.Cl.CC1(C)C(C)(C)OB([C:56]2[CH:57]=[N:58][N:59]([CH:61]3[CH2:66][CH2:65][NH:64][CH2:63][CH2:62]3)[CH:60]=2)O1.ClC1C=CC=C(Cl)C=1C(C1C2C(=NC=C(C3C=NN(C4CCNCC4)C=3)C=2)NC=1)C>>[Cl:45][C:38]1[C:39]([F:44])=[CH:40][CH:41]=[C:42]([Cl:43])[C:37]=1[C@H:35]([C:27]1[C:28]2[C:29](=[N:30][CH:31]=[C:32]([C:56]3[CH:57]=[N:58][N:59]([CH:61]4[CH2:66][CH2:65][NH:64][CH2:63][CH2:62]4)[CH:60]=3)[CH:33]=2)[NH:25][CH:26]=1)[CH3:36] |f:1.2|. Procedure: ((S)-1-{5-Bromo-3[(S)-1-(2,6-dichloro-3-fluorophenyl)ethyl]-pyrrolo[2,3-b]pyridine-1-carbonyl}-3-methylbutyl)carbamic acid 9H-fluoren-9-ylmethyl ester was treated with 4-[4-(4,4,5,5-tetramethyl-[1,3,2]dioxaborolan-2-yl)pyrazol-1-yl]piperidine hydrochloride according to typical Suzuki coupling procedure described for synthesis of 3-[1-(2,6-Dichlorophenyl)ethyl]-5-(1-piperidin-4-yl-1H-pyrazol-4-yl)-1H-pyrrolo[2,3-b]pyridine in example 1, to give the title compound. 1H NMR (400 MHz, DMSO-d6): δ=1.7... Starting materials: COC(=O)c1cc(N2CCCC2=O)cc(N2CCCC2=O)c1, [Li+], C1COCCO1, [OH-], O. Product: O=C(O)c1cc(N2CCCC2=O)cc(N2CCCC2=O)c1. As a reaction SMILES: [CH3:1][O:2][C:3]([c:4]1[cH:5][c:6]([N:16]2[C:17](=[O:21])[CH2:18][CH2:19][CH2:20]2)[cH:7][c:8]([N:10]2[C:11](=[O:15])[CH2:12][CH2:13][CH2:14]2)[cH:9]1)=[O:22].[Li+:24].[O:26]1[CH2:27][CH2:28][O:29][CH2:30][CH2:31]1.[OH-:23].[OH2:25]>>[O:2]=[C:3]([c:4]1[cH:5][c:6]([N:16]2[C:17](=[O:21])[CH2:18][CH2:19][CH2:20]2)[cH:7][c:8]([N:10]2[C:11](=[O:15])[CH2:12][CH2:13][CH2:14]2)[cH:9]1)[OH:22]. The reactants are CO, [Li+], C1CCOC1, [OH-], O, COC(=O)c1cc(C)cc(CN(C)CCO)c1. Yields the product Cc1cc(CN(C)CCO)cc(C(=O)O)c1. As a reaction SMILES: [CH3:21][OH:22].[Li+:19].[O:23]1[CH2:24][CH2:25][CH2:26][CH2:27]1.[OH-:20].[OH2:18].[OH:1][CH2:2][CH2:3][N:4]([CH3:5])[CH2:6][c:7]1[cH:8][c:9]([C:10](=[O:11])[O:12][CH3:13])[cH:14][c:15]([CH3:17])[cH:16]1>>[OH:1][CH2:2][CH2:3][N:4]([CH3:5])[CH2:6][c:7]1[cH:8][c:9]([C:10](=[O:11])[OH:12])[cH:14][c:15]([CH3:17])[cH:16]1.